From a dataset of the Open Reaction Database (ORD), a public repository of structured organic reaction records. describe an organic reaction: reactants, conditions, products, and yield Starting materials: O (water), ClC=1C=CC=C2CC(C(C12)=O)C (7-Chloro-2-methyl-1-indanone), O (water), C=CC1=CC=C(C=C1)B(O)O (4-styreneboronic acid), C([O-])([O-])=O.[Na+].[Na+] (sodium carbonate). The reagents and catalysts are C(C)(=O)[O-].[Pd+2].C(C)(=O)[O-] (palladium acetate). The solvent is C(CO)O (ethylene glycol). Reaction conditions: temperature 125 celsius, time 2 hour. Product: CC1C(C2=C(C=CC=C2C1)C1=CC=C(C=C1)C=C)=O (2-methyl-7-(4-vinylphenyl)-1-indanone). The yield is 80.5%. As a reaction SMILES: Cl[C:2]1[CH:3]=[CH:4][CH:5]=[C:6]2[C:10]=1[C:9](=[O:11])[CH:8]([CH3:12])[CH2:7]2.[CH2:13]=[CH:14][C:15]1[CH:20]=[CH:19][C:18](B(O)O)=[CH:17][CH:16]=1.C(=O)([O-])[O-].[Na+].[Na+].O>C(O)CO.C([O-])(=O)C.[Pd+2].C([O-])(=O)C>[CH3:12][CH:8]1[CH2:7][C:6]2[C:10](=[C:2]([C:18]3[CH:19]=[CH:20][C:15]([CH:14]=[CH2:13])=[CH:16][CH:17]=3)[CH:3]=[CH:4][CH:5]=2)[C:9]1=[O:11] |f:2.3.4,7.8.9|. Procedure details: Using a method similar to Example 16 d), 2.0 g (0.011 mol) of (1), 1.92 g (0.013 mol) of 4-styreneboronic acid and 2.6 g (24.6 mmol) of sodium carbonate were placed in 55 ml of ethylene glycol/5 ml of water in the reaction vessel, the mixture was degassed a number of times and saturated with argon. After addition of 18 mg (0.09 mmol) of palladium acetate and 0.15 g (0.27 mmol) of TMSPP, the reaction mixture was stirred for 2 hours at 125° C. After addition of 60 ml of water, the aqueous phase wa... Starting materials: COC(=O)c1ccc(C#CCNC(=O)OC(C)(C)C)cc1, CO, [Na+], [OH-], O. The product is CC(C)(C)OC(=O)NCC#Cc1ccc(C(=O)O)cc1. As a reaction SMILES: [C:1]([CH3:2])([CH3:3])([CH3:4])[O:5][C:6](=[O:7])[NH:8][CH2:9][C:10]#[C:11][c:12]1[cH:13][cH:14][c:15]([C:16](=[O:17])[O:18][CH3:19])[cH:20][cH:21]1.[CH3:24][OH:25].[Na+:23].[OH-:22].[OH2:26]>>[C:1]([CH3:2])([CH3:3])([CH3:4])[O:5][C:6](=[O:7])[NH:8][CH2:9][C:10]#[C:11][c:12]1[cH:13][cH:14][c:15]([C:16](=[O:17])[OH:18])[cH:20][cH:21]1. Reactants: FC1=C(C(=O)Cl)C=CC=C1 (2-fluorobenzoyl chloride), S1(=O)(=O)NC(=O)C2=CC=CC=C12.[Na] (sodium saccharin). The solvent is O1CCCC1 (tetrahydrofuran). Product: FC1=C(C(=O)N2S(=O)(=O)C3=CC=CC=C3C2=O)C=CC=C1 (2-(2-fluorobenzoyl)saccharin). RXN SMILES: [F:1][C:2]1[CH:10]=[CH:9][CH:8]=[CH:7][C:3]=1[C:4](Cl)=[O:5].[S:11]1([C:22]2[C:17](=[CH:18][CH:19]=[CH:20][CH:21]=2)[C:15](=[O:16])[NH:14]1)(=[O:13])=[O:12].[Na]>O1CCCC1>[F:1][C:2]1[CH:10]=[CH:9][CH:8]=[CH:7][C:3]=1[C:4]([N:14]1[C:15](=[O:16])[C:17]2[C:22](=[CH:21][CH:20]=[CH:19][CH:18]=2)[S:11]1(=[O:13])=[O:12])=[O:5] |f:1.2,^1:22|. Procedure: A mixture of 2-fluorobenzoyl chloride, from example 4A, above, and 18.5 g (0.09 mole) of sodium saccharin is refluxed in 100 ml of tetrahydrofuran (THF) overnight. The reaction mixture is filtered hot, and the filtrate is concentrated to a partial solid/oil. The product is triturated with ether and air dried to yield 10.3 g of 2-(2-fluorobenzoyl)saccharin, m.p. 148°-151° C. Starting materials: COc1cc(Br)cc(CO)c1, O=C1CCC(=O)N1Br, ClCCl, c1ccc(P(c2ccccc2)c2ccccc2)cc1. The product is COc1cc(Br)cc(CBr)c1. Reaction SMILES: [Br:20][c:21]1[cH:22][c:23]([CH2:29][OH:30])[cH:24][c:25]([O:27][CH3:28])[cH:26]1.[Br:31][N:32]1[C:33](=[O:34])[CH2:35][CH2:36][C:37]1=[O:38].[Cl:39][CH2:40][Cl:41].[c:1]1([P:2]([c:3]2[cH:4][cH:5][cH:6][cH:7][cH:8]2)[c:9]2[cH:10][cH:11][cH:12][cH:13][cH:14]2)[cH:15][cH:16][cH:17][cH:18][cH:19]1>>[Br:20][c:21]1[cH:22][c:23]([CH2:29][Br:31])[cH:24][c:25]([O:27][CH3:28])[cH:26]1. The reactants are [Br-], BrCCCCCCBr, CCCC[N+](CCCC)(CCCC)CCCC, COC(C)(C)C, [Na+], [OH-], C#CCCO. Yields the product C#CCCOCCCCCCBr. Reaction SMILES: [Br-:16].[Br:3][CH2:4][CH2:5][CH2:6][CH2:7][CH2:8][CH2:9][Br:10].[CH2:17]([N+:18]([CH2:19][CH2:20][CH2:21][CH3:22])([CH2:23][CH2:24][CH2:25][CH3:26])[CH2:27][CH2:28][CH2:29][CH3:30])[CH2:31][CH2:32][CH3:33].[CH3:34][O:35][C:36]([CH3:37])([CH3:38])[CH3:39].[Na+:2].[OH-:1].[OH:11][CH2:12][CH2:13][C:14]#[CH:15]>>[CH2:4]([CH2:5][CH2:6][CH2:7][CH2:8][CH2:9][Br:10])[O:11][CH2:12][CH2:13][C:14]#[CH:15]. The reactants are CN(C1=CC=CC=C1)CC1OC1 (N-methyl-N-phenylaminomethyloxirane), [N-]=[N+]=[N-].[Na+] (sodium azide), C(=O)OC (methyl formate), CO (methanol). Run in O (water). The product is CN(C1=CC=CC=C1)CC(CN=[N+]=[N-])O (3-(N-Methyl-N-phenylamino)-2-hydroxypropylazide). The yield is 91.1%. As a reaction SMILES: [CH3:1][N:2]([CH2:9][CH:10]1[CH2:12][O:11]1)[C:3]1[CH:8]=[CH:7][CH:6]=[CH:5][CH:4]=1.[N-:13]=[N+:14]=[N-:15].[Na+].C(OC)=O.CO>O>[CH3:1][N:2]([CH2:9][CH:10]([OH:11])[CH2:12][N:13]=[N+:14]=[N-:15])[C:3]1[CH:8]=[CH:7][CH:6]=[CH:5][CH:4]=1 |f:1.2|. Procedure: A procedure similar to that described in Preparation 12 was repeated, except that 1.65 g of N-methyl-N-phenylaminomethyloxirane (prepared as described in Preparation 88), 3.29 g of sodium azide, 15 ml of methyl formate and 63 ml of an 8:1 by volume mixture of methanol and water were used, to give 1.9 g of the title compound as a pale yellow oil having an Rf value of 0.09 (on silica gel thin layer chromatography, using a 1:15 by volume mixture of ethyl acetate and hexane as the developing solvent... Reactants: C(C)OC(C1=C(N=C(C=C1O)C1CC1)O)=O (6-Cyclopropyl-2,4-dihydroxy-nicotinic acid ethyl ester), N (ammonia). The solvent is Cl (HCl). Product: C1(CC1)C1=CC(=CC(=N1)O)O (6-Cyclopropyl-2,4-dihydroxy-pyridine). Yield: 109.4%. Reaction SMILES: C(OC(=O)[C:5]1[C:10]([OH:11])=[CH:9][C:8]([CH:12]2[CH2:14][CH2:13]2)=[N:7][C:6]=1[OH:15])C.N>Cl>[CH:12]1([C:8]2[N:7]=[C:6]([OH:15])[CH:5]=[C:10]([OH:11])[CH:9]=2)[CH2:14][CH2:13]1. Procedure details: 6-Cyclopropyl-2,4-dihydroxy-nicotinic acid ethyl ester (5.3 g, 20.5 mmol) was dissolved in concentrated HCl (25 mL) and the mixture was refluxed overnight. The mixture was cooled to room temperature and then neutralised with concentrated ammonia. The resulting precipitate was collected by filtration, washed with cold water and acetonitrile and dried in vacuo at 40° C. over 2 days to give the title compound (3.39 g) as a beige powder. Reactants: C1(=CC=CC=C1)OC(NC=1C(=NC(=C(C1)CC)C)OC)=O (Phenyl-N-(5-ethyl-2-methoxy-6-methylpyridin-3-yl)carbamate), COC=1C=CC(=C(C1)N1CCNCC1)C (1-(5-methoxy-2-methylphenyl)piperazine). The product is C(C)C=1C=C(C(=NC1C)OC)NC(=O)N1CCN(CC1)C1=C(C=CC(=C1)OC)C (1-[(5-ethyl-2-methoxy-6-methylpyridin-3-yl)aminocarbonyl]-4-(5-methoxy-2-methylphenyl)piperazine). The yield is 66.0%. As a reaction SMILES: C1(O[C:8](=[O:21])[NH:9][C:10]2[C:11]([O:19][CH3:20])=[N:12][C:13]([CH3:18])=[C:14]([CH2:16][CH3:17])[CH:15]=2)C=CC=CC=1.[CH3:22][O:23][C:24]1[CH:25]=[CH:26][C:27]([CH3:36])=[C:28]([N:30]2[CH2:35][CH2:34][NH:33][CH2:32][CH2:31]2)[CH:29]=1>>[CH2:16]([C:14]1[CH:15]=[C:10]([NH:9][C:8]([N:33]2[CH2:32][CH2:31][N:30]([C:28]3[CH:29]=[C:24]([O:23][CH3:22])[CH:25]=[CH:26][C:27]=3[CH3:36])[CH2:35][CH2:34]2)=[O:21])[C:11]([O:19][CH3:20])=[N:12][C:13]=1[CH3:18])[CH3:17]. Procedure details: Phenyl-N-(5-ethyl-2-methoxy-6-methylpyridin-3-yl)carbamate and 1-(5-methoxy-2-methylphenyl)piperazine were reacted by the same way with the example 1 to obtain the titled compound. The reactants are C(CCCCCCCCCCCCCCCCC)(=O)Cl (Stearoyl chloride), Cl.NCCOCCO (2-(2-aminoethoxy)ethanol hydrochloride). The solvent is CN(C)C=O (DMF), CC(=O)C (acetone). Reaction conditions: time 16 hour. Yields the product Cl.NCCOCCOC(CCCCCCCCCCCCCCCCC)=O (Octadecanoic Acid 2-(2-aminoethoxy)ethyl Ester Hydrochloride). The yield is 40.0%. As a reaction SMILES: [C:1]([Cl:20])(=[O:19])[CH2:2][CH2:3][CH2:4][CH2:5][CH2:6][CH2:7][CH2:8][CH2:9][CH2:10][CH2:11][CH2:12][CH2:13][CH2:14][CH2:15][CH2:16][CH2:17][CH3:18].Cl.[NH2:22][CH2:23][CH2:24][O:25][CH2:26][CH2:27][OH:28]>CN(C=O)C.CC(C)=O>[ClH:20].[NH2:22][CH2:23][CH2:24][O:25][CH2:26][CH2:27][O:28][C:1](=[O:19])[CH2:2][CH2:3][CH2:4][CH2:5][CH2:6][CH2:7][CH2:8][CH2:9][CH2:10][CH2:11][CH2:12][CH2:13][CH2:14][CH2:15][CH2:16][CH2:17][CH3:18] |f:1.2,5.6|. Procedure: Stearoyl chloride (6.4 g; 21 mmol) (commercial product) was added dropwise in 5 min to a solution of 2-(2-aminoethoxy)ethanol hydrochloride (2.9 g; 20 mmol) in DMF (50 mL) at room temperature to afford a suspension. After 16 h, the suspension was diluted with acetone and the precipitated solid filtered and washed with acetone. The crude was crystallized from EtOAc; the solid was filtered, washed with EtOAc and dried under reduced pressure to give the desired compound (3.3 g; 8 mmol). Yield 40%. ... Starting materials: BrC=1C=C(C#N)C=C(C1)S(=O)(=O)ONC (3-bromo-5-(methylaminooxysulfonyl)benzonitrile), C(=C)(C)CC(=O)N (isopropenyl acetamide), CNOS(=O)(=O)C=1C=C(C#N)C=C(C1)C(=C)C (3-(methylaminooxysulfonyl)-5-(prop-1-en-2-yl)benzonitrile), chloro substituted pyridine. The product is CNOS(=O)(=O)C=1C=C(C#N)C=C(C1)C(=C)C (3-(methylaminooxysulfonyl)-5-(prop-1-en-2-yl)benzonitrile), C(C)(C)C=1C=C(C#N)C=C(C1)S(=O)(=O)ONC (3-isopropyl-5-(methylaminooxysulfonyl)benzonitrile). RXN SMILES: BrC1C=C(C=C(S(ONC)(=O)=O)C=1)C#N.[CH3:16][NH:17][O:18][S:19]([C:22]1[CH:23]=[C:24]([CH:27]=[C:28]([C:30]([CH3:32])=[CH2:31])[CH:29]=1)[C:25]#[N:26])(=[O:21])=[O:20].C(CC(N)=O)(C)=C>>[CH3:16][NH:17][O:18][S:19]([C:22]1[CH:23]=[C:24]([CH:27]=[C:28]([C:30]([CH3:32])=[CH2:31])[CH:29]=1)[C:25]#[N:26])(=[O:21])=[O:20].[CH:30]([C:28]1[CH:27]=[C:24]([CH:23]=[C:22]([S:19]([O:18][NH:17][CH3:16])(=[O:21])=[O:20])[CH:29]=1)[C:25]#[N:26])([CH3:32])[CH3:31]. Reported procedure: 3-(methylaminooxysulfonyl)-5-(prop-1-en-2-yl)benzonitrile was synthesized from the 3-bromo-5-(methylaminooxysulfonyl)benzonitrile following the general procedure as described herein for the chloro substituted pyridine. 3-isopropyl-5-(methylaminooxysulfonyl)benzonitrile was synthesized from 3-(methylaminooxysulfonyl)-5-(prop-1-en-2-yl)benzonitrile following the general procedure as described herein for the isopropenyl acetamide.